Dataset: the Open Reaction Database (ORD), a public repository of structured organic reaction records. Task: describe an organic reaction: reactants, conditions, products, and yield The reactants are N (ammonia), C(CO)O (ethyleneglycol), [H-].[Na+] (sodium hydride), NC1=C(C(=O)O)C=CC(=N1)Cl (2-amino-6-chloronicotinic acid). Reagents/catalysts: [Cu]I (copper(I) iodide). Solvent: C(C)OCC (diethyl ether), O (water). Conditions: temperature 110 celsius, time 3 hour. The product is NC1=C(C(=O)O)C=CC(=N1)OCCO (2-Amino-6-(2-hydroxy-ethoxy)-nicotinic Acid). RXN SMILES: [CH2:1]([OH:4])[CH2:2][OH:3].[H-].[Na+].[NH2:7][C:8]1[N:16]=[C:15](Cl)[CH:14]=[CH:13][C:9]=1[C:10]([OH:12])=[O:11].N>[Cu]I.C(OCC)C.O>[NH2:7][C:8]1[N:16]=[C:15]([O:3][CH2:2][CH2:1][OH:4])[CH:14]=[CH:13][C:9]=1[C:10]([OH:12])=[O:11] |f:1.2|. Procedure details: To ethyleneglycol (0.50 mL) was added sodium hydride (70 mg, 1.7 mmol, 60% in oil), catalytic amount of copper(I) iodide and 2-amino-6-chloronicotinic acid (30 mg, 0.17 mmol), which was stirred for 3 hours at 110° C., then, further stirred overnight at 80° C. After cooling, water, diethyl ether and aqueous ammonia was added to the reaction solution, which was then partitioned, the aqueous layer was neutralized with citric acid, then, extracted with dichloromethane. The organic layer was washed w... Reactants: polyphosphoric acid, C1(=CC=C(C=C1)NC1=C(C(=O)O)C=C(C(=C1)C(=O)O)NC1=CC=C(C=C1)C)C (2,5-di(4-toluidino)terephthalic acid), ClC1=CC=C(NC2=C(C(=O)O)C=C(C(=C2)C(=O)O)NC2=CC=C(C=C2)Cl)C=C1 (2,5-di(4-chloroanilino)terephthalic acid). Conditions: temperature 125 celsius, time 25 minute. The product is C1=CC=C2C(=C1)C(=O)C3=CC4=C(C=C3N2)C(=O)C5=CC=CC=C5N4 (quinacridone). RXN SMILES: [C:1]1(C)[CH:6]=[CH:5][C:4]([NH:7][C:8]2[CH:16]=[C:15](C(O)=O)[C:14](NC3C=CC(C)=CC=3)=[CH:13][C:9]=2[C:10](O)=[O:11])=[CH:3][CH:2]=1.ClC1C=CC([NH:34][C:35]2[CH:43]=[C:42](C(O)=O)[C:41](NC3C=CC(Cl)=CC=3)=[CH:40][C:36]=2[C:37](O)=[O:38])=CC=1>>[CH:1]1[CH:6]=[C:5]2[C:10]([C:9]3[C:8]([NH:7][C:4]2=[CH:3][CH:2]=1)=[CH:16][C:15]1[C:37]([C:36]2[C:35]([NH:34][C:14]=1[CH:13]=3)=[CH:43][CH:42]=[CH:41][CH:40]=2)=[O:38])=[O:11]. Procedure: A stirred vessel is charged with 1000 parts of polyphosphoric acid containing 85.0% P2O5. Then 75 parts of 2,5-di(4-toluidino)terephthalic acid and 60 parts of 2,5-di(4-chloroanilino)terephthalic acid are introduced at 90° C. with stirring over 25 minutes. During this addition the temperature rises to 120° C. The mixture is heated to 125° C. and stirred at 125° C. for 1 hour, and ring closure takes place to form the quinacridone. The reaction mixture is subsequently metered into a static mixer, ... Starting materials: CC(=C)C(=O)OC (PMMA), C1=CC=CC=C1 (benzene), C1CN1P2(=NP(=NS(=N2)(=O)N3CC3)(N4CC4)N5CC5)N6CC6 (SOAZ), C1=CC=CC=C1 (benzene). Solvent: O (water), O (water), C(C(Cl)Cl)Cl (trichloroethane). Product: C1CN1P2(=NP(=NS(=N2)(=O)N3CC3)(N4CC4)N5CC5)N6CC6.CC(=C)C(=O)OC (SOAZ PMMA). RXN SMILES: C1C=CC=CC=1.[CH3:7][C:8]([C:10]([O:12][CH3:13])=[O:11])=[CH2:9].[CH2:14]1[N:16]([P:17]2([N:33]3[CH2:35][CH2:34]3)[N:22]=[S:21]([N:24]3[CH2:26][CH2:25]3)(=[O:23])[N:20]=[P:19]([N:30]3[CH2:32][CH2:31]3)([N:27]3[CH2:29][CH2:28]3)[N:18]=2)[CH2:15]1>C(Cl)C(Cl)Cl.O>[CH2:29]1[N:27]([P:19]2([N:30]3[CH2:32][CH2:31]3)[N:20]=[S:21]([N:24]3[CH2:25][CH2:26]3)(=[O:23])[N:22]=[P:17]([N:16]3[CH2:14][CH2:15]3)([N:33]3[CH2:35][CH2:34]3)[N:18]=2)[CH2:28]1.[CH3:9][C:8]([C:10]([O:12][CH3:13])=[O:11])=[CH2:7] |f:5.6|. Procedure details: A benzene solution in which SOAZ was dissolved in a concentration of 0.2 mg/ml and a solution obtained by dissolving PMMA (produced by of Polyscience Co.; syndiotactic; molecular weight: 100,000) in a mixed solution of trichloroethane:benzene=1:9 (V/V) in a concentration of 0.2 mg/ml, were appropriately mixed so as to give the desired mixing ratio, and thereafter the resulting mixed solution was spread on pure water of 20° C. in water temperature to form an SOAZ-PMMA mixed monomolecular film on ... The reactants are CC[SiH](CC)CC, COC(=O)c1cc(F)cc2c1NC(c1cccc(Br)c1)C(C)(C)C2O, O=C(O)C(F)(F)F. The product is COC(=O)c1cc(F)cc2c1NC(c1cccc(Br)c1)C(C)(C)C2. RXN SMILES: [CH2:26]([SiH:27]([CH2:28][CH3:29])[CH2:30][CH3:31])[CH3:32].[CH3:1][O:2][C:3](=[O:4])[c:5]1[cH:6][c:7]([F:25])[cH:8][c:9]2[c:14]1[NH:13][CH:12]([c:15]1[cH:16][c:17]([Br:21])[cH:18][cH:19][cH:20]1)[C:11]([CH3:22])([CH3:23])[CH:10]2[OH:24].[OH:33][C:34]([C:35]([F:36])([F:37])[F:38])=[O:39]>>[CH3:1][O:2][C:3](=[O:4])[c:5]1[cH:6][c:7]([F:25])[cH:8][c:9]2[c:14]1[NH:13][CH:12]([c:15]1[cH:16][c:17]([Br:21])[cH:18][cH:19][cH:20]1)[C:11]([CH3:22])([CH3:23])[CH2:10]2. Starting materials: C1CO1 (ethylene oxide), C1(=CC=CC=C1)CN(C1=NC=2C=CC=CC2C2=C1N=C(N2COCC)C)CC2=CC=CC=C2 (N,N-bis(phenylmethyl)-1-ethoxymethyl-2-methyl-1H-imidazo[4,5-c]quinolin-4-amine), C1CO1 (Ethylene oxide), C(CCC)[Li] (Butyllithium). Run in O1CCCC1 (tetrahydrofuran). Conditions: time 5 minute. Product: C1(=CC=CC=C1)CN(C1=NC=2C=CC=CC2C2=C1N=C(N2COCC)CCCO)CC2=CC=CC=C2 (N,N-bis(phenylmethyl)-2-(3-hydroxypropyl)-1-ethoxymethyl-1H-imidazo[4,5-c]quinolin-4-amine). Reaction SMILES: [C:1]1([CH2:7][N:8]([CH2:27][C:28]2[CH:33]=[CH:32][CH:31]=[CH:30][CH:29]=2)[C:9]2[C:18]3[N:19]=[C:20]([CH3:26])[N:21]([CH2:22][O:23][CH2:24][CH3:25])[C:17]=3[C:16]3[CH:15]=[CH:14][CH:13]=[CH:12][C:11]=3[N:10]=2)[CH:6]=[CH:5][CH:4]=[CH:3][CH:2]=1.C([Li])CCC.[CH2:39]1[O:41][CH2:40]1>O1CCCC1>[C:28]1([CH2:27][N:8]([CH2:7][C:1]2[CH:2]=[CH:3][CH:4]=[CH:5][CH:6]=2)[C:9]2[C:18]3[N:19]=[C:20]([CH2:26][CH2:39][CH2:40][OH:41])[N:21]([CH2:22][O:23][CH2:24][CH3:25])[C:17]=3[C:16]3[CH:15]=[CH:14][CH:13]=[CH:12][C:11]=3[N:10]=2)[CH:33]=[CH:32][CH:31]=[CH:30][CH:29]=1. Procedure: A solution of N,N-bis(phenylmethyl)-1-ethoxymethyl-2-methyl-1H-imidazo[4,5-c]quinolin-4-amine (1.7 g, 3.9 mmole, Example 1 Part E) in tetrahydrofuran (50 mL) was cooled to -78° C. Butyllithium (1.6 mL of 2.5M in hexanes, 4.1 mmole) was added dropwise and the reaction mixture was stirred for 5 minutes. Ethylene oxide was run over the surface of the reaction mixture. After 10 minutes the reaction mixture was allowed to warm to ambient temperature. The ethylene oxide addition was stopped when the r... Starting materials: BrC=1C(=CC2=C(C=3N(CCO2)C(=C(N3)C(=O)N)I)C1)F (10-bromo-9-fluoro-3-iodo-5,6-dihydrobenzo[f]imidazo[1,2-d][1,4]oxazepine-2-carboxamide), C(C)(C)(C)OC(=O)N1N=C(C=C1B(O)O)C ((2-tert-butoxycarbonyl-5-methyl-pyrazol-3-yl)boronic acid). The product is BrC=1C(=CC2=C(C=3N(CCO2)C(=C(N3)C(=O)N)C3=CC(=NN3)C)C1)F (10-bromo-9-fluoro-3-(3-methyl-1H-pyrazol-5-yl)-5,6dihydrobenzo[f]imidazo[1,2-d][1,4]oxazepine-2-carboxamide). As a reaction SMILES: [Br:1][C:2]1[C:3]([F:20])=[CH:4][C:5]2[O:11][CH2:10][CH2:9][N:8]3[C:12](I)=[C:13]([C:15]([NH2:17])=[O:16])[N:14]=[C:7]3[C:6]=2[CH:19]=1.C(OC([N:28]1[C:32](B(O)O)=[CH:31][C:30]([CH3:36])=[N:29]1)=O)(C)(C)C>>[Br:1][C:2]1[C:3]([F:20])=[CH:4][C:5]2[O:11][CH2:10][CH2:9][N:8]3[C:12]([C:32]4[NH:28][N:29]=[C:30]([CH3:36])[CH:31]=4)=[C:13]([C:15]([NH2:17])=[O:16])[N:14]=[C:7]3[C:6]=2[CH:19]=1. Reported procedure: 10-bromo-9-fluoro-3-iodo-5,6-dihydrobenzo[f]imidazo[1,2-d][1,4]oxazepine-2-carboxamide was reacted with (2-tert-butoxycarbonyl-5-methyl-pyrazol-3-yl)boronic acid similarly to as described in Example 4 to produce crude 10-bromo-9-fluoro-3-(3-methyl-1H-pyrazol-5-yl)-5,6dihydrobenzo[f]imidazo[1,2-d][1,4]oxazepine-2-carboxamide. 10-bromo-9-fluoro-3-(3-methyl-1H-pyrazol-5-yl)-5,6dihydrobenzo[f]imidazo[1,2-d][1,4]oxazepine-2-carboxamide was reacted with (2R)-2-(5-methyl-1,2,4-oxadiazol-3-yl)but-3-yn-2... Reactants: O=C1C2=C(C=CC3=C1C=CC(=C3)CC(=O)O)C=CC=C2 (5-oxo-5H-dibenzo[a,d]cyclohepten-2-acetic acid), O=C1C2=C(C=CC3=C1C=CC(=C3)C(=O)O)C=CC=C2 (5-oxo-5H-dibenzo[a,d]-cycloheptene-2-carboxylic acid), C(C)OC(CC1=CC2=C(C(C3=C(C=C2)C=CC=C3)=O)C=C1)=O (5-oxo-5H-dibenzo[a,d]cyclohepten -2-acetic acid ethyl ester). RXN SMILES: [O:1]=[C:2]1[C:8]2[CH:9]=[CH:10][C:11](C(O)=O)=[CH:12][C:7]=2[CH:6]=[CH:5][C:4]2[CH:16]=[CH:17][CH:18]=[CH:19][C:3]1=2.C([O:22][C:23](=[O:41])[CH2:24][C:25]1C=CC2C(=O)C3C=CC=CC=3C=CC=2C=1)C.O=C1C2C=CC(CC(O)=O)=CC=2C=CC2C=CC=CC1=2>>[O:1]=[C:2]1[C:8]2[CH:9]=[CH:10][C:11]([CH:24]([CH3:25])[C:23]([OH:41])=[O:22])=[CH:12][C:7]=2[CH:6]=[CH:5][C:19]2[CH:18]=[CH:17][CH:16]=[CH:4][C:3]1=2. Product: O=C1C2=C(C=CC3=C1C=CC(=C3)C(C(=O)O)C)C=CC=C2 (2-(5-Oxo-5H-dibenzo[a,d]cyclohepten-2-yl)propionic acid), esters. Reported procedure: The compounds of Formula I can be prepared by conducting an Arndt-Eistert reaction upon 5-oxo-5H-dibenzo[a,d]-cycloheptene-2-carboxylic acid to afford, in various steps thereof, 5-oxo-5H-dibenzo[a,d]cyclohepten -2-acetic acid ethyl ester and 5-oxo-5H-dibenzo[a,d]cyclohepten-2-acetic acid. 2-(5-Oxo-5H-dibenzo[a,d]cyclohepten-2-yl)propionic acid, and the corresponding esters of the aforementioned acids can be obtained via alkylation and/or esterification.